This data is from the Open Reaction Database (ORD), a public repository of structured organic reaction records. The task is: describe an organic reaction: reactants, conditions, products, and yield Reactants: C (charcoal), CN (methylamine), N1=C(C=CC2=CC=CC=C12)C1(SCCC1)C(=S)SC (methyl 2-(quinol-2-yl)-tetrahydrothiophen-2-carbodithioate). Run in C(C)O (ethanol), C(C)O (ethanol), C(C)O (ethanol). Reaction conditions: temperature 20 celsius, time 15 hour. Product: CNC(=S)C1(SCCC1)C1=NC2=CC=CC=C2C=C1 (N-Methyl-2-(quinol-2-yl)-tetrahydrothiophen-2-carbothioamide). Reaction SMILES: [CH3:1][NH2:2].[N:3]1[C:12]2[C:7](=[CH:8][CH:9]=[CH:10][CH:11]=2)[CH:6]=[CH:5][C:4]=1[C:13]1([C:18]([S:20]C)=S)[CH2:17][CH2:16][CH2:15][S:14]1.C>C(O)C>[CH3:1][NH:2][C:18]([C:13]1([C:4]2[CH:5]=[CH:6][C:7]3[C:12](=[CH:11][CH:10]=[CH:9][CH:8]=3)[N:3]=2)[CH2:17][CH2:16][CH2:15][S:14]1)=[S:20]. Procedure: A 33% (weight/volume) solution of methylamine in ethanol (13.5 cc) is added dropwise and in the course of 10 minutes to a suspension of methyl 2-(quinol-2-yl)-tetrahydrothiophen-2-carbodithioate (20 g) in ethanol (42 cc), kept at a temperature of about 20° C. The reaction mixture is then stirred for 15 hours at a temperature of about 20° C. The resulting crystals are filtered off, washed twice with ethanol (24 cc in total) and dried under reduced pressure (20 mm Hg; 2.7 kPa) at a temperature of ... Reactants: C(O)([O-])=O.[Na+] (sodium hydrogen carbonate), ClC(=O)OCC1=CC=CC=C1 (benzyl chloroformate), [H][H] (hydrogen), CC(C)(OC(=O)N[C@H](C(=O)OC)CC#CC1=CC=NC=C1)C (methyl (S)-2-[[(1,1-dimethylethoxy)carbonyl]amino]-5-pyrid-4-ylpent-4-ynoate), [H][H] (hydrogen). Reagents/catalysts: [Pt]=O (platinum oxide), [Pd] (palladium-on-charcoal). Solvent: O (water), O1CCCC1 (tetrahydrofuran), C(C)(=O)OCC (ethyl acetate), O (water), C(C)(=O)O (acetic acid), C(C)O (ethanol). Conditions: temperature 0 celsius, time 4 hour. Product: CC(C)(OC(=O)N[C@H](C(=O)OC)CCCC1CCN(CC1)C(=O)OCC1=CC=CC=C1)C (methyl (S)-α-[[(1,1-dimethylethoxy)carbonyl]amino]-1-[(phenylmethoxy)carbonyl]piperidine-4-pentanoate). The yield is 79.1%. As a reaction SMILES: [CH3:1][C:2]([CH3:22])([O:4][C:5]([NH:7][C@@H:8]([CH2:13][C:14]#[C:15][C:16]1[CH:21]=[CH:20][N:19]=[CH:18][CH:17]=1)[C:9]([O:11][CH3:12])=[O:10])=[O:6])[CH3:3].[H][H].C(=O)([O-])O.[Na+].Cl[C:31]([O:33][CH2:34][C:35]1[CH:40]=[CH:39][CH:38]=[CH:37][CH:36]=1)=[O:32]>C(O)C.C(O)(=O)C.O1CCCC1.O.C(OCC)(=O)C.[Pd].[Pt]=O>[CH3:3][C:2]([CH3:22])([O:4][C:5]([NH:7][C@@H:8]([CH2:13][CH2:14][CH2:15][CH:16]1[CH2:21][CH2:20][N:19]([C:31]([O:33][CH2:34][C:35]2[CH:40]=[CH:39][CH:38]=[CH:37][CH:36]=2)=[O:32])[CH2:18][CH2:17]1)[C:9]([O:11][CH3:12])=[O:10])=[O:6])[CH3:1] |f:2.3|. Procedure: A mixture of 2.8 g (10.0 mmol) of methyl (S)-2-[[(1,1-dimethylethoxy)carbonyl]amino]-5-pyrid-4-ylpent-4-ynoate and 0.28 g of active 10% palladium-on-charcoal in 20 ml of ethanol is stirred for 3 hours at room temperature under 60 psi of hydrogen. The reaction mixture is filtered and concentrated under reduced pressure. The residue obtained is taken up in 20 ml of acetic acid and stirred for 14 hours in the presence of 0.05 g of platinum oxide, under 60 psi of hydrogen. The reaction mixture is fi... Procedure: (R)-N-(6-Methylthioquinolin-5-yl)-2-bromodecanoic amide (43 mg, 0.10 mmol) in 1 ml of DMF was cooled to 0° C. To this was added a cooled suspension of NaH (9 mg, 0.38 mmol) and hexanethiol (67 mg, 0.57 mmol) in 1 ml DMF. The reaction was allowed to warm to rt over a period of 12 hours and quenched with 5 ml of saturated NH4Cl. The aqueous layer was extracted with ethyl acetate (3×10 ml). Purification of the organic phase by silica gel column chromatography (eluent: 100% CHCl3) yielded 30 mg (65%... Solvent: CN(C)C=O (DMF), CN(C)C=O (DMF). Yield: 65.1%. Yields the product CSC=1C(=C2C=CC=NC2=CC1)NC(C(CCCCCCCC)SCCCCCC)=O (N-(6-Methylthioquinolin-5-yl)-2-(hexylthio)-decanoic amide). Starting materials: [H-].[Na+] (NaH), C(CCCCC)S (hexanethiol), CSC=1C(=C2C=CC=NC2=CC1)NC([C@@H](CCCCCCCC)Br)=O ((R)-N-(6-Methylthioquinolin-5-yl)-2-bromodecanoic amide). As a reaction SMILES: [CH3:1][S:2][C:3]1[C:4]([NH:13][C:14](=[O:25])[C@H:15](Br)[CH2:16][CH2:17][CH2:18][CH2:19][CH2:20][CH2:21][CH2:22][CH3:23])=[C:5]2[C:10](=[CH:11][CH:12]=1)[N:9]=[CH:8][CH:7]=[CH:6]2.[H-].[Na+].[CH2:28]([SH:34])[CH2:29][CH2:30][CH2:31][CH2:32][CH3:33]>CN(C=O)C>[CH3:1][S:2][C:3]1[C:4]([NH:13][C:14](=[O:25])[CH:15]([S:34][CH2:28][CH2:29][CH2:30][CH2:31][CH2:32][CH3:33])[CH2:16][CH2:17][CH2:18][CH2:19][CH2:20][CH2:21][CH2:22][CH3:23])=[C:5]2[C:10](=[CH:11][CH:12]=1)[N:9]=[CH:8][CH:7]=[CH:6]2 |f:1.2|.